describe an organic reaction: reactants, conditions, products, and yield From a dataset of the Open Reaction Database (ORD), a public repository of structured organic reaction records. Reactants: CC(C)(C)OC(=O)c1ccc(-n2[nH]cc(-n3ccnn3)c2=O)nc1, ClCCl, Cl, O=C(O)C(F)(F)F. The product is Cl, O=C(O)c1ccc(-n2[nH]cc(-n3ccnn3)c2=O)nc1. Reaction SMILES: [C:2]([CH3:3])([CH3:4])([CH3:5])[O:6][C:7](=[O:8])[c:9]1[cH:10][n:11][c:12](-[n:15]2[nH:16][cH:17][c:18](-[n:21]3[n:22][n:23][cH:24][cH:25]3)[c:19]2=[O:20])[cH:13][cH:14]1.[CH2:26]([Cl:27])[Cl:28].[ClH:1].[F:29][C:30]([F:31])([F:32])[C:33]([OH:34])=[O:35]>>[ClH:1].[O:6]=[C:7]([OH:8])[c:9]1[cH:10][n:11][c:12](-[n:15]2[nH:16][cH:17][c:18](-[n:21]3[n:22][n:23][cH:24][cH:25]3)[c:19]2=[O:20])[cH:13][cH:14]1. Reactants: BrCCCON1C(CC2(CCCC2)CC1=O)=O (8-(3-bromopropyloxy)-8-azaspiro[4.5]decan-7,9-dione), N1=C(C=CC2=CC=CC=C12)N1CCNCC1 (1-(2-quinolinyl)piperazine), C(C)(C)N(CC)C(C)C (diisopropylethylamine). Run in CC#N (CH3CN). The product is N1=C(C=CC2=CC=CC=C12)N1CCN(CC1)CCCON1C(CC2(CCCC2)CC1=O)=O (8-[3-[4-(2-Quinolinyl)-1-piperazinyl]propyloxy]-8-azaspiro[4.5]decan-7,9-dione). RXN SMILES: Br[CH2:2][CH2:3][CH2:4][O:5][N:6]1[C:15](=[O:16])[CH2:14][C:9]2([CH2:13][CH2:12][CH2:11][CH2:10]2)[CH2:8][C:7]1=[O:17].[N:18]1[C:27]2[C:22](=[CH:23][CH:24]=[CH:25][CH:26]=2)[CH:21]=[CH:20][C:19]=1[N:28]1[CH2:33][CH2:32][NH:31][CH2:30][CH2:29]1.C(N(C(C)C)CC)(C)C>CC#N>[N:18]1[C:27]2[C:22](=[CH:23][CH:24]=[CH:25][CH:26]=2)[CH:21]=[CH:20][C:19]=1[N:28]1[CH2:33][CH2:32][N:31]([CH2:2][CH2:3][CH2:4][O:5][N:6]2[C:15](=[O:16])[CH2:14][C:9]3([CH2:13][CH2:12][CH2:11][CH2:10]3)[CH2:8][C:7]2=[O:17])[CH2:30][CH2:29]1. Reported procedure: A mixture of 8-(3-bromopropyloxy)-8-azaspiro[4.5]decan-7,9-dione (5.7 g), 1-(2-quinolinyl)piperazine (4.0 g) and diisopropylethylamine (6.6 ml) in 100 ml of dry CH3CN was heated to 80° with stirring under N2. Starting materials: B, C1CCOC1, COB(OC)OC, CSC, Cl, CCCC(=O)c1cccnc1. The product is CCCC(O)c1cccnc1. Reaction SMILES: [BH3:11].[CH2:24]1[O:25][CH2:26][CH2:27][CH2:28]1.[CH3:1][O:2][B:3]([O:4][CH3:5])[O:6][CH3:7].[CH3:8][S:9][CH3:10].[ClH:23].[n:12]1[cH:13][c:14]([C:18]([CH2:19][CH2:20][CH3:21])=[O:22])[cH:15][cH:16][cH:17]1>>[n:12]1[cH:13][c:14]([CH:18]([CH2:19][CH2:20][CH3:21])[OH:22])[cH:15][cH:16][cH:17]1. Starting materials: C1CCNC1, C1CCOC1, CS(=O)(=O)c1nc(Oc2ccc(F)c(F)c2)c(-c2ccc(Cl)cc2)c(-c2ccc(Cl)cc2Cl)n1. The product is Fc1ccc(Oc2nc(N3CCCC3)nc(-c3ccc(Cl)cc3Cl)c2-c2ccc(Cl)cc2)cc1F. RXN SMILES: [CH2:35]1[CH2:36][CH2:37][NH:38][CH2:39]1.[CH2:40]1[O:41][CH2:42][CH2:43][CH2:44]1.[CH3:1][S:2](=[O:3])(=[O:4])[c:5]1[n:6][c:7](-[c:27]2[c:28]([Cl:34])[cH:29][c:30]([Cl:33])[cH:31][cH:32]2)[c:8](-[c:20]2[cH:21][cH:22][c:23]([Cl:26])[cH:24][cH:25]2)[c:9]([O:11][c:12]2[cH:13][c:14]([F:19])[c:15]([F:18])[cH:16][cH:17]2)[n:10]1>>[c:5]1([N:38]2[CH2:37][CH2:36][CH2:35][CH2:39]2)[n:6][c:7](-[c:27]2[c:28]([Cl:34])[cH:29][c:30]([Cl:33])[cH:31][cH:32]2)[c:8](-[c:20]2[cH:21][cH:22][c:23]([Cl:26])[cH:24][cH:25]2)[c:9]([O:11][c:12]2[cH:13][c:14]([F:19])[c:15]([F:18])[cH:16][cH:17]2)[n:10]1. Starting materials: C(C1=CC=CC=C1)C1CN(CCO1)CC1=CC=C(C=C1)Br (2-Benzyl-4-(4-bromo-benzyl)-morpholine), C1(=CC=CC=C1)C (toluene), FC(C1=C(C=CC=C1)B(O)O)(F)F (2-(Trifluoromethyl)phenyl boronic acid), C([O-])([O-])=O.[Na+].[Na+] (sodium carbonate). The reagents and catalysts are C=1C=CC(=CC1)[P](C=2C=CC=CC2)(C=3C=CC=CC3)[Pd]([P](C=4C=CC=CC4)(C=5C=CC=CC5)C=6C=CC=CC6)([P](C=7C=CC=CC7)(C=8C=CC=CC8)C=9C=CC=CC9)[P](C=1C=CC=CC1)(C=1C=CC=CC1)C=1C=CC=CC1 (tetrakis(triphenylphosphine)palladium(0)). The solvent is C(C)O (ethanol). Reaction conditions: temperature 120 celsius. Product: C(C1=CC=CC=C1)C1CN(CCO1)CC1=CC=C(C=C1)C1=C(C=CC=C1)C(F)(F)F (2-Benzyl-4-(2′-trifluoromethyl-biphenyl-4-ylmethyl)-morpholine). As a reaction SMILES: [CH2:1]([CH:8]1[O:13][CH2:12][CH2:11][N:10]([CH2:14][C:15]2[CH:20]=[CH:19][C:18](Br)=[CH:17][CH:16]=2)[CH2:9]1)[C:2]1[CH:7]=[CH:6][CH:5]=[CH:4][CH:3]=1.[F:22][C:23]([F:34])([F:33])[C:24]1[CH:29]=[CH:28][CH:27]=[CH:26][C:25]=1B(O)O.C(=O)([O-])[O-].[Na+].[Na+].C1(C)C=CC=CC=1>C1C=CC([P]([Pd]([P](C2C=CC=CC=2)(C2C=CC=CC=2)C2C=CC=CC=2)([P](C2C=CC=CC=2)(C2C=CC=CC=2)C2C=CC=CC=2)[P](C2C=CC=CC=2)(C2C=CC=CC=2)C2C=CC=CC=2)(C2C=CC=CC=2)C2C=CC=CC=2)=CC=1.C(O)C>[CH2:1]([CH:8]1[O:13][CH2:12][CH2:11][N:10]([CH2:14][C:15]2[CH:20]=[CH:19][C:18]([C:25]3[CH:26]=[CH:27][CH:28]=[CH:29][C:24]=3[C:23]([F:34])([F:33])[F:22])=[CH:17][CH:16]=2)[CH2:9]1)[C:2]1[CH:7]=[CH:6][CH:5]=[CH:4][CH:3]=1 |f:2.3.4,^1:51,53,72,91|. Reported procedure: The above compound could be made in the following manner: 1 eq. of 2-Benzyl-4-(4-bromo-benzyl)-morpholine could be combined with 1.5 eq. of 2-(Trifluoromethyl)phenyl boronic acid, 10 mol % of tetrakis(triphenylphosphine)palladium(0), 6.7 eq. of 2M sodium carbonate solution, toluene and ethanol. The reaction mixture could be heated in a sealed tube at 120° C. overnight in an oil bath. The reaction mixture could be filtered through Celite and concentrated in vacuo. The residue could be diluted wit... The reactants are solution, CCCCCC (hexane), C[Si](C1C(=CC2=CC=CC=C12)C)(C1C(=CC2=CC=CC=C12)C)C (dimethylbis(2-methylindenyl)-silane), O1CCCC1 (tetrahydrofuran), dilithio, [Cl-].[Cl-].[Cl-].[Cl-].[Zr+4] (zirconiumtetrachloride). The solvent is C(Cl)Cl (metylenchloride). Yields the product [Cl-].[Cl-].CC1=C([C-](C=C1)C1C(=CC2=CC=CC=C12)C)C.[SiH2]=[Zr+2].CC=1C(C2=CC=CC=C2C1)[C-]1C=CC=C1 (rac-dimethylsilandiylbis(2-methylindenyl)zirconocen dichloride). Isolated yield 35.0%. As a reaction SMILES: [CH3:1][CH2:2][CH2:3][CH2:4][CH2:5][CH3:6].C[Si:8](C)([CH:19]1[C:27]2[C:22](=[CH:23][CH:24]=[CH:25][CH:26]=2)[CH:21]=[C:20]1[CH3:28])C1C2C(=CC=CC=2)C=C1C.[Cl-:30].[Cl-].[Cl-].[Cl-].[Zr+4:34].O1CCC[CH2:36]1>C(Cl)Cl>[Cl-:30].[Cl-:30].[CH3:36][C:3]1[CH:4]=[CH:5][C-:6]([CH:19]2[C:27]3[C:22](=[CH:23][CH:24]=[CH:25][CH:26]=3)[CH:21]=[C:20]2[CH3:28])[C:2]=1[CH3:1].[SiH2:8]=[Zr+2:34].[CH3:28][C:20]1[CH:19]([C-:2]2[CH:3]=[CH:4][CH:5]=[CH:6]2)[C:27]2[C:22]([CH:21]=1)=[CH:23][CH:24]=[CH:25][CH:26]=2 |f:2.3.4.5.6,9.10.11.12.13|. Procedure details: 15.3 ml (38.4 mmol) of a 2.5 molar solution of buthyllithium hexane were added to a solution of 6.07 g (19.2 mmol) dimethylbis(2-methylindenyl)-silane in 80 ml tetrahydrofuran. The mixture was refluxed for 2 hours prior to solvent evaporation. The residue was suspended in 30 ml of hexane, the suspension was filtrated and the dilithio-compound was dried in vacuo. The dilithio-compound was then added to a suspension of 4.47 g (19.2 mmol) zirconiumtetrachloride in 50 ml metylenchloride at -78° C. T...